Dataset: the Open Reaction Database (ORD), a public repository of structured organic reaction records. Task: describe an organic reaction: reactants, conditions, products, and yield Reactants: Cc1ccccc1, CNC, [H][H], O, Cc1ccc(O)c(-n2nc3ccccc3[n+]2[O-])c1. The product is Cc1ccc(O)c(-n2nc3ccccc3n2)c1. As a reaction SMILES: [CH3:19][c:20]1[cH:21][cH:22][cH:23][cH:24][cH:25]1.[CH3:26][NH:27][CH3:28].[H:29][H:30].[OH2:31].[OH:1][c:2]1[c:3](-[n:9]2[n:10][c:11]3[c:12]([n+:13]2[O-:14])[cH:15][cH:16][cH:17][cH:18]3)[cH:4][c:5]([CH3:8])[cH:6][cH:7]1>>[OH:1][c:2]1[c:3](-[n:9]2[n:10][c:11]3[c:12]([n:13]2)[cH:15][cH:16][cH:17][cH:18]3)[cH:4][c:5]([CH3:8])[cH:6][cH:7]1. Starting materials: CCO, FC1(C2CC2)CN(C(c2ccccc2)c2ccccc2)C1, Cl. Yields the product Cl, FC1(C2CC2)CNC1. As a reaction SMILES: [CH3:23][CH2:24][OH:25].[CH:2]([c:3]1[cH:4][cH:5][cH:6][cH:7][cH:8]1)([c:9]1[cH:10][cH:11][cH:12][cH:13][cH:14]1)[N:15]1[CH2:16][C:17]([F:19])([CH:20]2[CH2:21][CH2:22]2)[CH2:18]1.[ClH:1]>>[ClH:1].[NH:15]1[CH2:16][C:17]([F:19])([CH:20]2[CH2:21][CH2:22]2)[CH2:18]1. Reactants: OC1=C(C=CC=C1)CC(=O)O (2-hydroxyphenylacetic acid), FC1=C(C=C(C=C1)C(F)(F)F)[N+](=O)[O-] (4-fluoro-3-nitrobenzotrifluoride), C([O-])([O-])=O.[K+].[K+] (potassium carbonate). Run in CN(C=O)C (dimethylformamide). Run at temperature 95 celsius. Yields the product [N+](=O)([O-])C1=C(OC2=C(C=CC=C2)CC(=O)O)C=CC(=C1)C(F)(F)F (2-(2-Nitro-4-trifluoromethylphenoxy)phenylacetic acid). Reaction SMILES: [OH:1][C:2]1[CH:7]=[CH:6][CH:5]=[CH:4][C:3]=1[CH2:8][C:9]([OH:11])=[O:10].F[C:13]1[CH:18]=[CH:17][C:16]([C:19]([F:22])([F:21])[F:20])=[CH:15][C:14]=1[N+:23]([O-:25])=[O:24].C(=O)([O-])[O-].[K+].[K+]>CN(C)C=O>[N+:23]([C:14]1[CH:15]=[C:16]([C:19]([F:20])([F:21])[F:22])[CH:17]=[CH:18][C:13]=1[O:1][C:2]1[CH:7]=[CH:6][CH:5]=[CH:4][C:3]=1[CH2:8][C:9]([OH:11])=[O:10])([O-:25])=[O:24] |f:2.3.4|. Procedure details: A mixture of 2-hydroxyphenylacetic acid (1.52 g, 0.01 mol), 4-fluoro-3-nitrobenzotrifluoride (2.09 g, 0.01 mol), potassium carbonate (2.76 g, 0.02 mol) in dimethylformamide (10 mL) was heated at 95° C. 16 h. The solvent was evaporated, the residue was acidified with dilute HCl, extracted with EtOAc, dried over anhydrous sodium sulfate, filtered and evaporated. The crude product was purified by flash chromatography (silica gel, ethyl acetate/hexane/formic acid). Recrystallization from EtOAc/hexan... Reactants: Cc1ccc(S(=O)(=O)C2=CC3CCC2N3C(=O)OC(C)(C)C)cc1, CCOC(C)=O, CC(C)(C)O, CC(C)(C)O, CCOC(C)=O, [Hg], [Na]. Yields the product CC(C)(C)OC(=O)N1C2C=CC1CC2. As a reaction SMILES: [C:13]([CH3:14])([CH3:15])([CH3:16])[O:17][C:18](=[O:19])[N:20]1[CH:21]2[C:22]([S:27]([c:28]3[cH:29][cH:30][c:31]([CH3:32])[cH:33][cH:34]3)(=[O:35])=[O:36])=[CH:23][CH:24]1[CH2:25][CH2:26]2.[C:38]([O:39][CH2:40][CH3:41])(=[O:42])[CH3:43].[C:44]([OH:45])([CH3:46])([CH3:47])[CH3:48].[CH3:2][C:3]([OH:4])([CH3:5])[CH3:6].[CH3:7][CH2:8][O:9][C:10](=[O:11])[CH3:12].[Hg:37].[Na:1]>>[C:13]([CH3:14])([CH3:15])([CH3:16])[O:17][C:18](=[O:19])[N:20]1[CH:21]2[CH:22]=[CH:23][CH:24]1[CH2:25][CH2:26]2. Product: CCOC(=O)C(Cc1ccc([N+](=O)[O-])cc1)NC(=O)OCc1ccccc1. The reactants are O=C([O-])O, O=C(Cl)OCc1ccccc1, Cl, CCOC(=O)C(N)Cc1ccc([N+](=O)[O-])cc1, [Na+], [Na+], C1CCOC1, [OH-], O. Reaction SMILES: [C:32](=[O:33])([O-:34])[OH:35].[CH2:21]([c:22]1[cH:23][cH:24][cH:25][cH:26][cH:27]1)[O:28][C:29](=[O:30])[Cl:31].[ClH:1].[NH2:2][CH:3]([C:4](=[O:5])[O:6][CH2:7][CH3:8])[CH2:9][c:10]1[cH:11][cH:12][c:13]([N+:16](=[O:17])[O-:18])[cH:14][cH:15]1.[Na+:20].[Na+:36].[O:37]1[CH2:38][CH2:39][CH2:40][CH2:41]1.[OH-:19].[OH2:42]>>[NH:2]([CH:3]([C:4](=[O:5])[O:6][CH2:7][CH3:8])[CH2:9][c:10]1[cH:11][cH:12][c:13]([N+:16](=[O:17])[O-:18])[cH:14][cH:15]1)[C:29]([O:28][CH2:21][c:22]1[cH:23][cH:24][cH:25][cH:26][cH:27]1)=[O:30]. The reactants are OCc1cccc(OCc2ccccc2)c1, ClCCl, C[Si](C)(C)Br. Yields the product BrCc1cccc(OCc2ccccc2)c1. RXN SMILES: [CH2:1]([c:2]1[cH:3][cH:4][cH:5][cH:6][cH:7]1)[O:8][c:9]1[cH:10][c:11]([CH2:12][OH:13])[cH:14][cH:15][cH:16]1.[CH2:22]([Cl:23])[Cl:24].[Si:17]([CH3:18])([CH3:19])([CH3:20])[Br:21]>>[CH2:1]([c:2]1[cH:3][cH:4][cH:5][cH:6][cH:7]1)[O:8][c:9]1[cH:10][c:11]([CH2:12][Br:21])[cH:14][cH:15][cH:16]1. Starting materials: CS(=O)(=O)N1C=C(C2=CC=C(C=C12)[N+](=O)[O-])C (1-methanesulfonyl-3-methyl-6-nitro-1H-indole). The reagents and catalysts are [Pt]=O (platinum oxide). The solvent is C(C)O (ethanol). Reaction conditions: time 12 hour. Yields the product CS(=O)(=O)N1C=C(C2=CC=C(C=C12)N)C (1-methanesulfonyl-3-methyl-6-amino-1H-indole). Reaction SMILES: [CH3:1][S:2]([N:5]1[C:13]2[C:8](=[CH:9][CH:10]=[C:11]([N+:14]([O-])=O)[CH:12]=2)[C:7]([CH3:17])=[CH:6]1)(=[O:4])=[O:3]>C(O)C.[Pt]=O>[CH3:1][S:2]([N:5]1[C:13]2[C:8](=[CH:9][CH:10]=[C:11]([NH2:14])[CH:12]=2)[C:7]([CH3:17])=[CH:6]1)(=[O:4])=[O:3]. Procedure: A mixture of 1-methanesulfonyl-3-methyl-6-nitro-1H-indole (1.17 g, 4.60 mmol) and platinum oxide (52 mg, 0.23 mmol) in 20 ml of absolute ethanol was stirred at room temperature under an atmosphere of hydrogen gas for 12 hr. The mixture was filtered through a fine Whatman glass fiber filter to remove the catalyst. A quantitative amount of 1-methanesulfonyl-3-methyl-6-amino-1H-indole was obtained after removing the ethanol at reduced pressure. The reactants are [OH-].[Na+] (sodium hydroxide), ClC1=CC(=C(C=C1)O)OC (4-chloro-2-methoxy-phenol), ClCC(=O)O (chloroacetic acid), Cl (hydrochloric acid). The solvent is O (water). Reaction conditions: temperature 95 celsius, time 3 hour. Yields the product ClC1=CC(=C(OCC(=O)O)C=C1)OC ((4-Chloro-2-methoxy-phenoxy)-acetic acid). The yield is 120.0%. Reaction SMILES: [OH-].[Na+].[Cl:3][C:4]1[CH:9]=[CH:8][C:7]([OH:10])=[C:6]([O:11][CH3:12])[CH:5]=1.Cl[CH2:14][C:15]([OH:17])=[O:16].Cl>O>[Cl:3][C:4]1[CH:9]=[CH:8][C:7]([O:10][CH2:14][C:15]([OH:17])=[O:16])=[C:6]([O:11][CH3:12])[CH:5]=1 |f:0.1|. Procedure: To a solution of sodium hydroxide (6.6 g, 160 mmol) in water (45 mL) was added 4-chloro-2-methoxy-phenol (2.0 mL, 16 mmol) and chloroacetic acid (7.7 g, 81 mmol). The resulting mixture was heated to 95° C. and stirred for three hours. The reaction was allowed to cool to ambient temperature and slowly acidified with concentrated hydrochloric acid (10 mL) until the mixture became a solution and then extracted with diethyl ether. The organic layer was dried over magnesium sulfate, filtered and conc... The reactants are COc1cc(OC)cc(-c2ccc(Br)c3nccnc23)c1, CN1CCCC1=O, N#C[Cu], NCCN. The product is COc1cc(OC)cc(-c2ccc(C#N)c3nccnc23)c1. As a reaction SMILES: [Br:1][c:2]1[c:3]2[n:4][cH:5][cH:6][n:7][c:8]2[c:9](-[c:12]2[cH:13][c:14]([O:20][CH3:21])[cH:15][c:16]([O:18][CH3:19])[cH:17]2)[cH:10][cH:11]1.[CH3:25][N:26]1[CH2:27][CH2:28][CH2:29][C:30]1=[O:31].[Cu:22][C:23]#[N:24].[NH2:32][CH2:33][CH2:34][NH2:35]>>[c:2]1([C:23]#[N:24])[c:3]2[n:4][cH:5][cH:6][n:7][c:8]2[c:9](-[c:12]2[cH:13][c:14]([O:20][CH3:21])[cH:15][c:16]([O:18][CH3:19])[cH:17]2)[cH:10][cH:11]1.